From a dataset of the Open Reaction Database (ORD), a public repository of structured organic reaction records. describe an organic reaction: reactants, conditions, products, and yield The reactants are ClC=1C(=NC2=CC=CC(=C2N1)C1=CC=2C(NCCC2N1)=O)C (2-(3-chloro-2-methylquinoxalin-5-yl)-6,7-dihydro-1H-pyrrolo[3,2-c]pyridin-4(5H)-one), CC=1C(=NC=CC1)[Sn](CCCC)(CCCC)CCCC (3-methyl-2-(tributylstannyl)pyridine), [F-].[Cs+] (cesium fluoride), CO.C(Cl)Cl (MeOH DCM). Reagents/catalysts: [Cu]I (CuI), C=1C=CC(=CC1)[P](C=2C=CC=CC2)(C=3C=CC=CC3)[Pd]([P](C=4C=CC=CC4)(C=5C=CC=CC5)C=6C=CC=CC6)([P](C=7C=CC=CC7)(C=8C=CC=CC8)C=9C=CC=CC9)[P](C=1C=CC=CC1)(C=1C=CC=CC1)C=1C=CC=CC1 (Pd(PPh3)4). Solvent: CN(C)C=O (DMF). The product is CC1=NC2=CC=CC(=C2N=C1C1=NC=CC=C1C)C1=CC=2C(NCCC2N1)=O (2-(2-methyl-3-(3-methylpyridin-2-yl)quinoxalin-5-yl)-6,7-dihydro-1H-pyrrolo[3,2-c]pyridin-4(5H)-one). Yield: 41.7%. As a reaction SMILES: Cl[C:2]1[C:3]([CH3:22])=[N:4][C:5]2[C:10]([N:11]=1)=[C:9]([C:12]1[NH:20][C:19]3[CH2:18][CH2:17][NH:16][C:15](=[O:21])[C:14]=3[CH:13]=1)[CH:8]=[CH:7][CH:6]=2.[CH3:23][C:24]1[C:25]([Sn](CCCC)(CCCC)CCCC)=[N:26][CH:27]=[CH:28][CH:29]=1.[F-].[Cs+].CO.C(Cl)Cl>CN(C=O)C.[Cu]I.C1C=CC([P]([Pd]([P](C2C=CC=CC=2)(C2C=CC=CC=2)C2C=CC=CC=2)([P](C2C=CC=CC=2)(C2C=CC=CC=2)C2C=CC=CC=2)[P](C2C=CC=CC=2)(C2C=CC=CC=2)C2C=CC=CC=2)(C2C=CC=CC=2)C2C=CC=CC=2)=CC=1>[CH3:22][C:3]1[C:2]([C:25]2[C:24]([CH3:23])=[CH:29][CH:28]=[CH:27][N:26]=2)=[N:11][C:10]2[C:5](=[CH:6][CH:7]=[CH:8][C:9]=2[C:12]2[NH:20][C:19]3[CH2:18][CH2:17][NH:16][C:15](=[O:21])[C:14]=3[CH:13]=2)[N:4]=1 |f:2.3,4.5,^1:60,62,81,100|. Reported procedure: A solution of 2-(3-chloro-2-methylquinoxalin-5-yl)-6,7-dihydro-1H-pyrrolo[3,2-c]pyridin-4(5H)-one (Example 425; 33.7 mg, 0.108 mmol), 3-methyl-2-(tributylstannyl)pyridine (Indofine Chemical Company, Inc., Hillsborough, N.J.; 0.040 mL, 0.119 mmol), CuI (2.052 mg, 10.78 μmol), cesium fluoride (32.7 mg, 0.216 mmol), and Pd(PPh3)4 (Strem Chemicals, Inc.; 6.23 mg, 5.39 μmol) in DMF (2.0 mL) was stirred under argon in a microwave process vial at 140° C. for 30 min. The reaction mixture was then concen...